This data is from the Open Reaction Database (ORD), a public repository of structured organic reaction records. The task is: describe an organic reaction: reactants, conditions, products, and yield The reactants are BrC1=CC(=C(C=C1)CN1N=C(C(=C(C1=O)C(=O)NCC(=O)O)O)C(C)C)F (N-{[2-[(4-bromo-2-fluorophenyl)methyl]-5-hydroxy-6-(1-methylethyl)-3-oxo-2,3-dihydro-4-pyridazinyl]carbonyl}glycine), C1(=CC=CC=C1)B(O)O (phenylboronic acid), C([O-])([O-])=O.[K+].[K+] (potassium carbonate), Cl (HCl). Reagents/catalysts: C=1C=CC(=CC1)[P](C=2C=CC=CC2)(C=3C=CC=CC3)[Pd]([P](C=4C=CC=CC4)(C=5C=CC=CC5)C=6C=CC=CC6)([P](C=7C=CC=CC7)(C=8C=CC=CC8)C=9C=CC=CC9)[P](C=1C=CC=CC1)(C=1C=CC=CC1)C=1C=CC=CC1 (tetrakis(triphenylphosphine)palladium). Run in O (Water), O1CCOCC1 (1,4-Dioxane), O (water). Yields the product FC=1C=C(C=CC1CN1N=C(C(=C(C1=O)C(=O)NCC(=O)O)O)C(C)C)C1=CC=CC=C1 (N-{[2-[(3-Fluoro-4-biphenylyl)methyl]-5-hydroxy-6-(1-methylethyl)-3-oxo-2,3-dihydro-4-pyridazinyl]carbonyl}glycine). Isolated yield 25.6%. RXN SMILES: Br[C:2]1[CH:7]=[CH:6][C:5]([CH2:8][N:9]2[C:14](=[O:15])[C:13]([C:16]([NH:18][CH2:19][C:20]([OH:22])=[O:21])=[O:17])=[C:12]([OH:23])[C:11]([CH:24]([CH3:26])[CH3:25])=[N:10]2)=[C:4]([F:27])[CH:3]=1.[C:28]1(B(O)O)[CH:33]=[CH:32][CH:31]=[CH:30][CH:29]=1.C(=O)([O-])[O-].[K+].[K+].Cl>O.C1C=CC([P]([Pd]([P](C2C=CC=CC=2)(C2C=CC=CC=2)C2C=CC=CC=2)([P](C2C=CC=CC=2)(C2C=CC=CC=2)C2C=CC=CC=2)[P](C2C=CC=CC=2)(C2C=CC=CC=2)C2C=CC=CC=2)(C2C=CC=CC=2)C2C=CC=CC=2)=CC=1.O1CCOCC1>[F:27][C:4]1[CH:3]=[C:2]([C:28]2[CH:33]=[CH:32][CH:31]=[CH:30][CH:29]=2)[CH:7]=[CH:6][C:5]=1[CH2:8][N:9]1[C:14](=[O:15])[C:13]([C:16]([NH:18][CH2:19][C:20]([OH:22])=[O:21])=[O:17])=[C:12]([OH:23])[C:11]([CH:24]([CH3:26])[CH3:25])=[N:10]1 |f:2.3.4,^1:48,50,69,88|. Reported procedure: To a 5 ml microwave tube was added N-{[2-[(4-bromo-2-fluorophenyl)methyl]-5-hydroxy-6-(1-methylethyl)-3-oxo-2,3-dihydro-4-pyridazinyl]carbonyl}glycine (example 46(b), 40 mg, 0.09 mmol), phenylboronic acid (13.2 mg, 0.11 mmol), potassium carbonate (38 mg, 0.272 mmol), tetrakis(triphenylphosphine)palladium (0) (3 mg, 2.7 μmol), 1,4-Dioxane (1.5 ml) and Water (0.500 ml). The mixture was irradiated at 100° C. for 20 minutes. The reaction mixture was diluted with water (5 ml), acidified with 1N HCl (... Reactants: acid chloride, ClC=1C=CC2=C(C=C(S2)C(C(=O)O)C(C)C)C1 (2-(5-chloro-2-benzothienyl)-3-methylbutanoic acid), FC1=CC=C(CC2=C(NC=C2)CO)C=C1 (3-(4-fluorobenzyl)-pyrrolylmethyl alcohol). Run in CCOCC (ether). Product: ClC=1C=CC2=C(C=C(S2)C(C(=O)OCC=2NC=CC2CC2=CC=C(C=C2)F)C(C)C)C1 (3-(4-fluorobenzyl)-pyrrolylmethyl 2-(5-chloro-2-benzothienyl)-3-methylbutanoate). RXN SMILES: [Cl:1][C:2]1[CH:3]=[CH:4][C:5]2[S:9][C:8]([CH:10]([CH:14]([CH3:16])[CH3:15])[C:11]([OH:13])=[O:12])=[CH:7][C:6]=2[CH:17]=1.[F:18][C:19]1[CH:32]=[CH:31][C:22]([CH2:23][C:24]2[CH:28]=[CH:27][NH:26][C:25]=2[CH2:29]O)=[CH:21][CH:20]=1>CCOCC>[Cl:1][C:2]1[CH:3]=[CH:4][C:5]2[S:9][C:8]([CH:10]([CH:14]([CH3:15])[CH3:16])[C:11]([O:13][CH2:29][C:25]3[NH:26][CH:27]=[CH:28][C:24]=3[CH2:23][C:22]3[CH:21]=[CH:20][C:19]([F:18])=[CH:32][CH:31]=3)=[O:12])=[CH:7][C:6]=2[CH:17]=1. Procedure details: The acid chloride of 2-(5-chloro-2-benzothienyl)-3-methylbutanoic acid is reacted with 3-(4-fluorobenzyl)-pyrrolylmethyl alcohol in ether as in Example 20 to give 3-(4-fluorobenzyl)-pyrrolylmethyl 2-(5-chloro-2-benzothienyl)-3-methylbutanoate. The reactants are CC(C)=O, CCC1CC(C)(C(=O)C=CCl)C1, [I-], [Na+], O=S(=O)(O)O. Yields the product CCC1CC(C)(C(=O)C=CI)C1. As a reaction SMILES: [CH3:20][C:21](=[O:22])[CH3:23].[Cl:1][CH:2]=[CH:3][C:4](=[O:5])[C:6]1([CH3:12])[CH2:7][CH:8]([CH2:10][CH3:11])[CH2:9]1.[I-:14].[Na+:13].[S:15](=[O:16])(=[O:17])([OH:18])[OH:19]>>[CH:2](=[CH:3][C:4](=[O:5])[C:6]1([CH3:12])[CH2:7][CH:8]([CH2:10][CH3:11])[CH2:9]1)[I:14]. Starting materials: C(=O)(O)C1=CC=CC2=C1OC(=C2C)C (7-carboxy-2,3-dimethylbenzo[b]furan), S(=O)(Cl)Cl (thionyl chloride). The reagents and catalysts are CN(C=O)C (N,N-dimethylformamide). Product: ClC(=O)C1=CC=CC2=C1OC(=C2C)C (7-chlorocarbonyl-2,3-dimethylbenzo[b]furan). RXN SMILES: [C:1]([C:4]1[C:9]2[O:10][C:11]([CH3:14])=[C:12]([CH3:13])[C:8]=2[CH:7]=[CH:6][CH:5]=1)(O)=[O:2].S(Cl)([Cl:17])=O>CN(C)C=O>[Cl:17][C:1]([C:4]1[C:9]2[O:10][C:11]([CH3:14])=[C:12]([CH3:13])[C:8]=2[CH:7]=[CH:6][CH:5]=1)=[O:2]. Reported procedure: A mixture of 7-carboxy-2,3-dimethylbenzo[b]furan (2 g) and N,N-dimethylformamide (1 drop) in thionyl chloride (10 ml) was refluxed for 2 hours. The reaction mixture was cooled and concentrated in vacuo. The crystalline residue was triturated with n-hexane to give 7-chlorocarbonyl-2,3-dimethylbenzo[b]furan (2.17 g). RXN SMILES: [Cl:1][C:2]1[CH:3]=[N:4][C:5](=[O:8])[NH:6][CH:7]=1.[S:9]([C:13]1[CH:19]=[CH:18][C:16](C)=[CH:15][CH:14]=1)(O)(=O)=O.OCCC1SC=CC=1.C(=O)([O-])[O-].[Na+].[Na+]>[Cl-].C([N+](C)(C)C)C1C=CC=CC=1.CN(C)C=O>[Cl:1][C:2]1[CH:3]=[N:4][C:5](=[O:8])[N:6]([CH2:19][CH2:18][C:16]2[S:9][CH:13]=[CH:14][CH:15]=2)[CH:7]=1 |f:1.2,3.4.5,6.7|. The yield is 38.9%. Procedure: A stirred suspension of 5-chloropyrimidin-2-one (131 mg), 2-(2-hydroxyethyl)thiophene tosylate (424 mg), anhydrous sodium carbonate (265 mg) and benzyltrimethylammonium chloride (4 mg) in dry N,N-dimethylformamide (5 ml) was heated at 90° C. After 41/2 h the reaction mixture was evaporated to dryness and the residue was suspended in ethyl acetate (50 ml) and washed with water (3×15 ml), dried (MgSO4) and evaporated to a solid. The solid was subjected to p.l.c. on silica developing with chlorofor... Reagents/catalysts: [Cl-].C(C1=CC=CC=C1)[N+](C)(C)C (benzyltrimethylammonium chloride). The solvent is CN(C=O)C (N,N-dimethylformamide). Conditions: temperature 90 celsius. Starting materials: ClC=1C=NC(NC1)=O (5-chloropyrimidin-2-one), S(=O)(=O)(O)C1=CC=C(C)C=C1.OCCC=1SC=CC1 (2-(2-hydroxyethyl)thiophene tosylate), C([O-])([O-])=O.[Na+].[Na+] (sodium carbonate). The product is ClC=1C=NC(N(C1)CCC=1SC=CC1)=O (5-Chloro-1-[2-(2-thienyl)ethyl]pyrimidin-2-one). Starting materials: Cl.ClCCOC=1C=C2C(=NC=NC2=CC1OCCOC)NC1=CC(=CC=C1)C#C ([6-(2-Chloro-ethoxy)-7-(2-methoxy-ethoxy)-quinazolin-4-yl]-(3-ethynyl-phenyl)-amine Hydrochloride), C(C)(=O)[O-].[Cs+] (cesium acetate). Solvent: CN(C)C=O (DMF). Yields the product C(C)(=O)OCCOC=1C=C2C(=NC=NC2=CC1OCCOC)NC1=CC(=CC=C1)C#C (6-(2-Acetoxy-ethoxy)-4-(3-ethynyl-phenylamino)-7-(2-methoxy-ethoxy)-quinazoline). The yield is 183.8%. Reaction SMILES: Cl.Cl[CH2:3][CH2:4][O:5][C:6]1[CH:7]=[C:8]2[C:13](=[CH:14][C:15]=1[O:16][CH2:17][CH2:18][O:19][CH3:20])[N:12]=[CH:11][N:10]=[C:9]2[NH:21][C:22]1[CH:27]=[CH:26][CH:25]=[C:24]([C:28]#[CH:29])[CH:23]=1.[C:30]([O-:33])(=[O:32])[CH3:31].[Cs+]>CN(C=O)C>[C:30]([O:33][CH2:3][CH2:4][O:5][C:6]1[CH:7]=[C:8]2[C:13](=[CH:14][C:15]=1[O:16][CH2:17][CH2:18][O:19][CH3:20])[N:12]=[CH:11][N:10]=[C:9]2[NH:21][C:22]1[CH:27]=[CH:26][CH:25]=[C:24]([C:28]#[CH:29])[CH:23]=1)(=[O:32])[CH3:31] |f:0.1,2.3|. Procedure details: The title product of Example 30 (160 mg, 0.368 mmol); was treated with cesium acetate (707 mg, 3.68 mmol) in DMF (3 mL) at 120° C. under an atmosphere of N2 for 16 hours. The reaction mixture was partitioned between brine and CHCl3, and the organic extract was washed with brine, dried over Na2SO4, filtered and concentrated in vacuo to afford a residue (285 mg) which was recrystallized from ethylacetate/hexane. (134 mg; M.P. 84°-87° C.; LC-MS: 422 (MH+); anal. RP18-HPLC RT: 4.38 min.). Starting materials: C(#N)C1=C(C(=O)O)C=CC=C1 (2-cyanobenzoic acid), FC1(CCC(CC1)(C=1C=NC(=CC1)C(F)(F)F)CN)F (C-[4,4-difluoro-1-(6-trifluoromethyl-pyridin-3-yl)-cyclohexyl]-methylamine). Product: C(#N)C1=C(C(=O)NCC2(CCC(CC2)(F)F)C=2C=NC(=CC2)C(F)(F)F)C=CC=C1 (2-Cyano-N-[4,4-difluoro-1-(6-trifluoromethyl-pyridin-3-yl)-cyclohexylmethyl]-benzamide). RXN SMILES: [C:1]([C:3]1[CH:11]=[CH:10][CH:9]=[CH:8][C:4]=1[C:5]([OH:7])=O)#[N:2].[F:12][C:13]1([F:31])[CH2:18][CH2:17][C:16]([CH2:29][NH2:30])([C:19]2[CH:20]=[N:21][C:22]([C:25]([F:28])([F:27])[F:26])=[CH:23][CH:24]=2)[CH2:15][CH2:14]1>>[C:1]([C:3]1[CH:11]=[CH:10][CH:9]=[CH:8][C:4]=1[C:5]([NH:30][CH2:29][C:16]1([C:19]2[CH:20]=[N:21][C:22]([C:25]([F:28])([F:26])[F:27])=[CH:23][CH:24]=2)[CH2:17][CH2:18][C:13]([F:12])([F:31])[CH2:14][CH2:15]1)=[O:7])#[N:2]. Reported procedure: From 2-cyanobenzoic acid and C-[4,4-difluoro-1-(6-trifluoromethyl-pyridin-3-yl)-cyclohexyl]-methylamine. LCMS (MH+): m/z=424.2, tR (minutes, Method D)=0.66